The task is: describe an organic reaction: reactants, conditions, products, and yield. This data is from the Open Reaction Database (ORD), a public repository of structured organic reaction records. Starting materials: COC(=O)c1nc(CNC(=O)OC(C)(C)C)oc1-c1ccccc1, [Li+], N#N, C1COCCO1, [OH-]. Yields the product CC(C)(C)OC(=O)NCc1nc(C(=O)O)c(-c2ccccc2)o1. As a reaction SMILES: [CH3:3][O:4][C:5](=[O:6])[c:7]1[n:8][c:9]([CH2:18][NH:19][C:20](=[O:21])[O:22][C:23]([CH3:24])([CH3:25])[CH3:26])[o:10][c:11]1-[c:12]1[cH:13][cH:14][cH:15][cH:16][cH:17]1.[Li+:28].[N:1]#[N:2].[O:29]1[CH2:30][CH2:31][O:32][CH2:33][CH2:34]1.[OH-:27]>>[O:4]=[C:5]([OH:6])[c:7]1[n:8][c:9]([CH2:18][NH:19][C:20](=[O:21])[O:22][C:23]([CH3:24])([CH3:25])[CH3:26])[o:10][c:11]1-[c:12]1[cH:13][cH:14][cH:15][cH:16][cH:17]1. Reactants: CC(=O)O, Cl, O=C1C2=Cc3ccccc3C2=CC([N+](=O)[O-])=C1O, [NH4+], [OH-], Cl[Sn]Cl. As a reaction SMILES: [CH3:25][C:26](=[O:27])[OH:28].[ClH:22].[N+:1]([O-:2])(=[O:3])[C:4]1=[C:5]([OH:18])[C:6](=[O:17])[C:7]2=[CH:8][c:9]3[cH:10][cH:11][cH:12][cH:13][c:14]3[C:15]2=[CH:16]1.[NH4+:23].[OH-:24].[Sn:19]([Cl:20])[Cl:21]>>[NH2:1][C:4]1=[C:5]([OH:18])[C:6](=[O:17])[C:7]2=[CH:8][c:9]3[cH:10][cH:11][cH:12][cH:13][c:14]3[C:15]2=[CH:16]1. The product is NC1=C(O)C(=O)C2=Cc3ccccc3C2=C1. Starting materials: O=C1NC(=O)c2ccccc21, CN(C)C=O, [K], O, ClCCOc1c2ccccc2cc2ccccc12. Yields the product O=C1c2ccccc2C(=O)N1CCOc1c2ccccc2cc2ccccc12. Reaction SMILES: [C:19]1(=[O:29])[c:20]2[c:21]([cH:25][cH:26][cH:27][cH:28]2)[C:22](=[O:24])[NH:23]1.[CH3:32][N:33]([CH3:34])[CH:35]=[O:36].[K:30].[OH2:31].[cH:1]1[cH:2][cH:3][cH:4][c:5]2[cH:6][c:7]3[cH:8][cH:9][cH:10][cH:11][c:12]3[c:13]([O:15][CH2:16][CH2:17][Cl:18])[c:14]12>>[cH:1]1[cH:2][cH:3][cH:4][c:5]2[cH:6][c:7]3[cH:8][cH:9][cH:10][cH:11][c:12]3[c:13]([O:15][CH2:16][CH2:17][N:23]3[C:19](=[O:29])[c:20]4[c:21]([cH:25][cH:26][cH:27][cH:28]4)[C:22]3=[O:24])[c:14]12. Starting materials: [I-].[Na+] (sodium iodide), ClCC=1N=C(SC1)C1=CC=CC=C1 (4-chloromethyl-2-phenyl-thiazole), C(C1=CC=CC=C1)(=S)N (thiobenzamide), ClCC(=O)CCl (1,3-dichloroacetone). Solvent: O (water), COC(C)(C)C (tert-butyl methyl ether), CC(=O)C (acetone). Product: ICC=1N=C(SC1)C1=CC=CC=C1 (4-iodomethyl-2-phenyl-thiazole). Isolated yield 99.5%. Reaction SMILES: [I-:1].[Na+].Cl[CH2:4][C:5]1[N:6]=[C:7]([C:10]2[CH:15]=[CH:14][CH:13]=[CH:12][CH:11]=2)[S:8][CH:9]=1.C(N)(=S)C1C=CC=CC=1.ClCC(CCl)=O>CC(C)=O.O.COC(C)(C)C>[I:1][CH2:4][C:5]1[N:6]=[C:7]([C:10]2[CH:15]=[CH:14][CH:13]=[CH:12][CH:11]=2)[S:8][CH:9]=1 |f:0.1|. Reported procedure: 2 g (13.35 mmol) of sodium iodide were added to a solution of 0.56 g (2.67 mmol) of 4-chloromethyl-2-phenyl-thiazole (prepared from thiobenzamide and 1,3-dichloroacetone in analogy to the procedure described in example 4 a]) in 10 ml of acetone and the suspension was stirred at reflux for 2 hours. After cooling to ambient temperature, 30 ml of tert-butyl methyl ether and 10 ml of water were added and the mixture was transferred to a separatory funnel. The organic phase was washed with water and ... Starting materials: CCOC(=O)C(=CC1CCOCC1)c1ccc(S(=O)(=O)C2CC2)c(Br)c1, CCOC(C)=O, Cc1ccccc1, OB(O)C1CC1, [K+], [K+], [K+], O, O=P([O-])([O-])[O-], c1ccc(P(c2ccccc2)(c2ccccc2)[Pd](P(c2ccccc2)(c2ccccc2)c2ccccc2)(P(c2ccccc2)(c2ccccc2)c2ccccc2)P(c2ccccc2)(c2ccccc2)c2ccccc2)cc1. Yields the product CCOC(=O)C(=CC1CCOCC1)c1ccc(S(=O)(=O)C2CC2)c(C2CC2)c1. Reaction SMILES: [Br:1][c:2]1[cH:3][c:4]([C:14]([C:15](=[O:16])[O:17][CH2:18][CH3:19])=[CH:20][CH:21]2[CH2:22][CH2:23][O:24][CH2:25][CH2:26]2)[cH:5][cH:6][c:7]1[S:8](=[O:9])(=[O:10])[CH:11]1[CH2:12][CH2:13]1.[CH3:126][CH2:127][O:128][C:129](=[O:130])[CH3:131].[CH3:42][c:43]1[cH:44][cH:45][cH:46][cH:47][cH:48]1.[CH:27]1([B:30]([OH:31])[OH:32])[CH2:28][CH2:29]1.[K+:38].[K+:39].[K+:40].[OH2:41].[P:33]([O-:34])([O-:35])([O-:36])=[O:37].[cH:49]1[cH:50][cH:51][c:52]([P:53]([Pd:54]([P:55]([c:56]2[cH:57][cH:58][cH:59][cH:60][cH:61]2)([c:62]2[cH:63][cH:64][cH:65][cH:66][cH:67]2)[c:68]2[cH:69][cH:70][cH:71][cH:72][cH:73]2)([P:74]([c:75]2[cH:76][cH:77][cH:78][cH:79][cH:80]2)([c:81]2[cH:82][cH:83][cH:84][cH:85][cH:86]2)[c:87]2[cH:88][cH:89][cH:90][cH:91][cH:92]2)[P:93]([c:94]2[cH:95][cH:96][cH:97][cH:98][cH:99]2)([c:100]2[cH:101][cH:102][cH:103][cH:104][cH:105]2)[c:106]2[cH:107][cH:108][cH:109][cH:110][cH:111]2)([c:112]2[cH:113][cH:114][cH:115][cH:116][cH:117]2)[c:118]2[cH:119][cH:120][cH:121][cH:122][cH:123]2)[cH:124][cH:125]1>>[c:2]1([CH:27]2[CH2:28][CH2:29]2)[cH:3][c:4]([C:14]([C:15](=[O:16])[O:17][CH2:18][CH3:19])=[CH:20][CH:21]2[CH2:22][CH2:23][O:24][CH2:25][CH2:26]2)[cH:5][cH:6][c:7]1[S:8](=[O:9])(=[O:10])[CH:11]1[CH2:12][CH2:13]1.